From a dataset of the Open Reaction Database (ORD), a public repository of structured organic reaction records. describe an organic reaction: reactants, conditions, products, and yield The reactants are CC(C)(S(=O)(=O)OCC)C1=CC=C(C=C1)C (ethyl 1-methyl-1-(4-methylphenyl)ethanesulfonate), BrN1C(CCC1=O)=O (N-bromosuccinimide). Reagents/catalysts: C(C1=CC=CC=C1)(=O)Cl (benzoyl chloride). The solvent is C(Cl)(Cl)(Cl)Cl (carbon tetrachloride). The product is CC(C)(S(=O)(=O)OCC)C1=CC=C(C=C1)CBr (ethyl 1-methyl-1-(4-bromomethylphenyl)ethanesulfonate). The yield is 105.4%. RXN SMILES: [CH3:1][C:2]([C:10]1[CH:15]=[CH:14][C:13]([CH3:16])=[CH:12][CH:11]=1)([S:4]([O:7][CH2:8][CH3:9])(=[O:6])=[O:5])[CH3:3].[Br:17]N1C(=O)CCC1=O>C(Cl)(Cl)(Cl)Cl.C(Cl)(=O)C1C=CC=CC=1>[CH3:1][C:2]([C:10]1[CH:15]=[CH:14][C:13]([CH2:16][Br:17])=[CH:12][CH:11]=1)([S:4]([O:7][CH2:8][CH3:9])(=[O:5])=[O:6])[CH3:3]. Procedure details: To a solution of ethyl 1-methyl-1-(4-methylphenyl)ethanesulfonate (0.458 g, 1.89 mmol) in carbon tetrachloride (8 mL) was added N-bromosuccinimide (0.370 g, 2.08 mmol) and benzoyl chloride (0.009 g). The mixture was heated under reflux for 1.5 hours, cooled to rt, and filtered. The filtrate was washed with aqueous sodium bicarbonate and brine, dried, filtered and evaporated to give crude ethyl 1-methyl-1-(4-bromomethylphenyl)ethanesulfonate (0.64 g, 100%) which was used directly in the next reac... The reactants are CCOC(=O)c1cc2cccnc2n(-c2cc(C)on2)c1=O, CC(=O)O, Cl. Product: Cc1cc(-n2c(=O)c(C(=O)O)cc3cccnc32)no1. Reaction SMILES: [CH3:1][c:2]1[cH:3][c:4](-[n:7]2[c:8](=[O:22])[c:9]([C:17](=[O:18])[O:19][CH2:20][CH3:21])[cH:10][c:11]3[cH:12][cH:13][cH:14][n:15][c:16]23)[n:5][o:6]1.[CH3:24][C:25](=[O:26])[OH:27].[ClH:23]>>[CH3:1][c:2]1[cH:3][c:4](-[n:7]2[c:8](=[O:22])[c:9]([C:17](=[O:18])[OH:19])[cH:10][c:11]3[cH:12][cH:13][cH:14][n:15][c:16]23)[n:5][o:6]1. The reactants are C[O-].[Li+] (lithium methoxide), C(C)(=O)C1=CC=C(C(=O)O)C=C1 (4-acetyl-benzoic acid), C(C(C)C)N1C(=NN=C1)C=1C(=CC(=C(C=O)C1)OC)OC (5-(4-isobutyl-4H-[1,2,4]triazol-3-yl)-2,4-dimethoxy-benzaldehyde), C[O-].[Li+] (lithium methoxide). Run in CN(C=O)C (N,N-dimethylformamide). Reaction conditions: time 8 hour. Product: C(C(C)C)N1C(=NN=C1)C=1C(=CC(=C(C1)/C=C/C(=O)C1=CC=C(C(=O)O)C=C1)OC)OC (4-{3E-[5-(4-Isobutyl-4H-[1,2,4]triazol-3-yl)-2,4-dimethoxy-phenyl]-acryloyl}-benzoic acid). Reaction SMILES: [C:1]([C:4]1[CH:12]=[CH:11][C:7]([C:8]([OH:10])=[O:9])=[CH:6][CH:5]=1)(=[O:3])[CH3:2].[CH2:13]([N:17]1[CH:21]=[N:20][N:19]=[C:18]1[C:22]1[C:23]([O:32][CH3:33])=[CH:24][C:25]([O:30][CH3:31])=[C:26]([CH:29]=1)[CH:27]=O)[CH:14]([CH3:16])[CH3:15].C[O-].[Li+]>CN(C)C=O>[CH2:13]([N:17]1[CH:21]=[N:20][N:19]=[C:18]1[C:22]1[C:23]([O:32][CH3:33])=[CH:24][C:25]([O:30][CH3:31])=[C:26](/[CH:27]=[CH:2]/[C:1]([C:4]2[CH:12]=[CH:11][C:7]([C:8]([OH:10])=[O:9])=[CH:6][CH:5]=2)=[O:3])[CH:29]=1)[CH:14]([CH3:16])[CH3:15] |f:2.3|. Reported procedure: To a solution of 4-acetyl-benzoic acid (0.12 g, 0.75 mmol) and 5-(4-isobutyl-4H-[1,2,4]triazol-3-yl)-2,4-dimethoxy-benzaldehyde (Ex-109E, 0.24 g, 0.83 mmol) in N,N-dimethylformamide (6 mL) was added lithium methoxide (1.0M in methanol, 3.0 mL, 3.0 mmol). The solution was allowed to stir overnight and additional lithium methoxide (0.11 g, 2.8 mmol). The reaction was quenched with water after 20 hours. The aqueous solution was washed ethyl acetate, acidified to pH 4. The precipitate was filtered, ... Starting materials: CCCCC[SiH]1CCC(Br)CC1, Fc1ccc(-c2ccc(C3CCC(CCBr)CC3)cc2)cc1, C1CCOC1, CCOP(=O)(OCC)OCC, [Cu]I, [Mg]. The product is CCCCC[SiH]1CCC(CCC2CCC(c3ccc(-c4ccc(F)cc4)cc3)CC2)CC1. Reaction SMILES: [Br:1][CH:2]1[CH2:3][CH2:4][SiH:5]([CH2:8][CH2:9][CH2:10][CH2:11][CH3:12])[CH2:6][CH2:7]1.[Br:25][CH2:26][CH2:27][CH:28]1[CH2:29][CH2:30][CH:31]([c:34]2[cH:35][cH:36][c:37](-[c:40]3[cH:41][cH:42][c:43]([F:46])[cH:44][cH:45]3)[cH:38][cH:39]2)[CH2:32][CH2:33]1.[CH2:49]1[O:50][CH2:51][CH2:52][CH2:53]1.[CH3:14][CH2:15][O:16][P:17]([O:18][CH2:19][CH3:20])([O:21][CH2:22][CH3:23])=[O:24].[Cu:47][I:48].[Mg:13]>>[CH:2]1([CH2:26][CH2:27][CH:28]2[CH2:29][CH2:30][CH:31]([c:34]3[cH:35][cH:36][c:37](-[c:40]4[cH:41][cH:42][c:43]([F:46])[cH:44][cH:45]4)[cH:38][cH:39]3)[CH2:32][CH2:33]2)[CH2:3][CH2:4][SiH:5]([CH2:8][CH2:9][CH2:10][CH2:11][CH3:12])[CH2:6][CH2:7]1.